Dataset: the Open Reaction Database (ORD), a public repository of structured organic reaction records. Task: describe an organic reaction: reactants, conditions, products, and yield Reactants: CN(C=O)C (dimethylformamide), p-toluenesulfonic acid (2R)-glycidyl ester, C([O-])([O-])=O.[K+].[K+] (potassium carbonate), NC1=C(C=C(OC2=CC=NC3=CC(=C(C=C23)C#N)O)C=C1)F (4-(4-amino-3-fluorophenoxy)-6-cyano-7-hydroxyquinoline), O (Water), C(C)(=O)OCC (ethyl acetate). Run at temperature 50 celsius. Product: NC1=C(C=C(OC2=CC=NC3=CC(=C(C=C23)C#N)OC[C@@H]2OC2)C=C1)F (4-(4-Amino-3-fluoro-phenoxy)-7-[(2R)-oxiran-2-yl]methoxyquinoline-6-carbonitrile). Reaction SMILES: CN(C)C=O.C(=O)([O-])[O-].[K+].[K+].[NH2:12][C:13]1[CH:32]=[CH:31][C:16]([O:17][C:18]2[C:27]3[C:22](=[CH:23][C:24]([OH:30])=[C:25]([C:28]#[N:29])[CH:26]=3)[N:21]=[CH:20][CH:19]=2)=[CH:15][C:14]=1[F:33].O.[C:35]([O:38][CH2:39][CH3:40])(=O)C>>[NH2:12][C:13]1[CH:32]=[CH:31][C:16]([O:17][C:18]2[C:27]3[C:22](=[CH:23][C:24]([O:30][CH2:40][C@H:39]4[CH2:35][O:38]4)=[C:25]([C:28]#[N:29])[CH:26]=3)[N:21]=[CH:20][CH:19]=2)=[CH:15][C:14]=1[F:33] |f:1.2.3|. Reported procedure: After adding dimethylformamide (8 ml), p-toluenesulfonic acid (2R)-glycidyl ester (1000 mg) and potassium carbonate (940 mg) to 4-(4-amino-3-fluorophenoxy)-6-cyano-7-hydroxyquinoline (1000 mg), the mixture was heated at 50° C. for 4 hours. Water was added to the reaction solution, extraction was performed with ethyl acetate, and then the organic layer was washed with water and saturated saline in that order and dried over anhydrous sodium sulfate, and the solvent was distilled off under reduced ... Reactants: CN1CCCC1=O, O=[N+]([O-])c1ccc(F)cc1, [K+], [K+], Nc1ccc2cccc(O)c2n1, O=C([O-])[O-], O. The product is O=[N+]([O-])c1ccc(Nc2ccc3cccc(O)c3n2)cc1. As a reaction SMILES: [CH3:29][N:30]1[CH2:31][CH2:32][CH2:33][C:34]1=[O:35].[F:1][c:2]1[cH:3][cH:4][c:5]([N+:8](=[O:9])[O-:10])[cH:6][cH:7]1.[K+:23].[K+:24].[NH2:11][c:12]1[n:13][c:14]2[c:15]([OH:22])[cH:16][cH:17][cH:18][c:19]2[cH:20][cH:21]1.[O-:25][C:26]([O-:27])=[O:28].[OH2:36]>>[c:2]1([NH:11][c:12]2[n:13][c:14]3[c:15]([OH:22])[cH:16][cH:17][cH:18][c:19]3[cH:20][cH:21]2)[cH:3][cH:4][c:5]([N+:8](=[O:9])[O-:10])[cH:6][cH:7]1. The reactants are ClC=1C=C(C=CC1)O (3-chlorophenol), ClCCO (2-chloroethanol), [OH-].[Na+] (sodium hydroxide). Solvent: C(C)O (ethanol). The product is ClC=1C=C(OCCO)C=CC1 (2-(3-chlorophenoxy)ethanol). Yield: 49.5%. As a reaction SMILES: [Cl:1][C:2]1[CH:3]=[C:4]([OH:8])[CH:5]=[CH:6][CH:7]=1.Cl[CH2:10][CH2:11][OH:12].[OH-].[Na+]>C(O)C>[Cl:1][C:2]1[CH:3]=[C:4]([CH:5]=[CH:6][CH:7]=1)[O:8][CH2:10][CH2:11][OH:12] |f:2.3|. Reported procedure: A mixture of 51.4 g (0.4 mole) of 3-chlorophenol (Aldrich Chem. Co.), 34.7 g (0.43 mole) of 2-chloroethanol (Aldrich) and 16.1 g (0.4 mole) of sodium hydroxide pellets in 500 ml of 95% ethanol was stirred and heated at reflux for 16 hr. The mixture was filtered and the filtrate was evaporated under reduced pressure to yield a semisolid residue. The residue was partitioned between methylene chloride and a 15% sodium hydroxide solution (300 ml of each). The organic layer was washed with two 300 ml... RXN SMILES: [CH3:36][C:37](=[O:38])[OH:39].[CH3:9][O:10][C:11]([CH:12]([CH2:13][c:14]1[cH:15][c:16]2[c:17]([nH:18][c:19](=[O:21])[o:20]2)[cH:22][cH:23]1)[NH:24][C:25](=[O:26])[O:27][CH2:28][c:29]1[cH:30][cH:31][cH:32][cH:33][cH:34]1)=[O:35].[Cl:1][N:2]1[C:3](=[O:4])[CH2:5][CH2:6][C:7]1=[O:8]>>[Cl:1][c:23]1[c:14]([CH2:13][CH:12]([C:11]([O:10][CH3:9])=[O:35])[NH:24][C:25](=[O:26])[O:27][CH2:28][c:29]2[cH:30][cH:31][cH:32][cH:33][cH:34]2)[cH:15][c:16]2[c:17]([nH:18][c:19](=[O:21])[o:20]2)[cH:22]1. The product is COC(=O)C(Cc1cc2oc(=O)[nH]c2cc1Cl)NC(=O)OCc1ccccc1. The reactants are CC(=O)O, COC(=O)C(Cc1ccc2[nH]c(=O)oc2c1)NC(=O)OCc1ccccc1, O=C1CCC(=O)N1Cl. Reactants: OO (hydrogen peroxide), CN1C(CCC1)=O (N-methylpyrrolidone), ClC=1C(=C2C(=NC1CN1C(C3=CC=CC=C3C1=O)=O)SC1=C2CCSC1)C1=CC=C(C=C1)OC (2-{[3-chloro-4-(4-methoxyphenyl)-5,8-dihydro-6H-thiopyrano-[4′,3′:4,5]thieno[2,3-b]pyridin-2-yl]methyl}-1H-isoindole-1,3(2H)-dione), S(=S)(=O)([O-])[O-].[Na+].[Na+] (sodium thiosulfate), vanadium (IV) oxyacetylacetone. Run in O (water). Reaction conditions: temperature 40 celsius, time 1 hour. Product: ClC=1C(=C2C(=NC1CN1C(C3=CC=CC=C3C1=O)=O)SC1=C2CCS(C1)=O)C1=CC=C(C=C1)OC (2-{[3-Chloro-4-(4-methoxyphenyl)-7-oxido-5,8-dihydro-6H-thiopyrano[4′,3′:4,5]thieno[2,3-b]pyridin-2-yl]methyl}-1H-isoindole-1,3(2H)-dione). The yield is 64.3%. Reaction SMILES: CN1CCCC1=[O:7].[Cl:8][C:9]1[C:10]([C:34]2[CH:39]=[CH:38][C:37]([O:40][CH3:41])=[CH:36][CH:35]=2)=[C:11]2[C:29]3[CH2:30][CH2:31][S:32][CH2:33][C:28]=3[S:27][C:12]2=[N:13][C:14]=1[CH2:15][N:16]1[C:24](=[O:25])[C:23]2[C:18](=[CH:19][CH:20]=[CH:21][CH:22]=2)[C:17]1=[O:26].OO.S([O-])([O-])(=O)=S.[Na+].[Na+]>O>[Cl:8][C:9]1[C:10]([C:34]2[CH:35]=[CH:36][C:37]([O:40][CH3:41])=[CH:38][CH:39]=2)=[C:11]2[C:29]3[CH2:30][CH2:31][S:32](=[O:7])[CH2:33][C:28]=3[S:27][C:12]2=[N:13][C:14]=1[CH2:15][N:16]1[C:24](=[O:25])[C:23]2[C:18](=[CH:19][CH:20]=[CH:21][CH:22]=2)[C:17]1=[O:26] |f:3.4.5|. Reported procedure: To N-methylpyrrolidone (140.56 L) was added 2-{[3-chloro-4-(4-methoxyphenyl)-5,8-dihydro-6H-thiopyrano-[4′,3′:4,5]thieno[2,3-b]pyridin-2-yl]methyl}-1H-isoindole-1,3(2H)-dione (14.056 kg) and the mixture was dissolved by heating at about 40° C. Then, vanadium (IV) oxyacetylacetone (49.09 g) was added thereto and the 30% hydrogen peroxide was added dropwise, while maintaining at 20 to 23° C. The mixture was stirred at the same temperature for 1 hour and then cooled to 3° C., followed by adding dro... Starting materials: C(#N)C1=C(C=CC=C1)C1C(C1)C(=O)N(C)OC (2-(2-cyanophenyl)-N-methoxy-N-methylcyclopropanecarboxamide), [H-].[H-].[H-].[H-].[Li+].[Al+3] (LAH). Solvent: C1CCOC1 (THF), C1CCOC1 (THF). Reaction conditions: temperature -30 celsius, time 30 minute. The product is C(=O)C1C(C1)C1=C(C#N)C=CC=C1 (2-(2-formylcyclopropyl)benzonitrile). Isolated yield 72.6%. Reaction SMILES: [C:1]([C:3]1[CH:8]=[CH:7][CH:6]=[CH:5][C:4]=1[CH:9]1[CH2:11][CH:10]1[C:12](N(OC)C)=[O:13])#[N:2].[H-].[H-].[H-].[H-].[Li+].[Al+3]>C1COCC1>[CH:12]([CH:10]1[CH2:11][CH:9]1[C:4]1[CH:5]=[CH:6][CH:7]=[CH:8][C:3]=1[C:1]#[N:2])=[O:13] |f:1.2.3.4.5.6|. Reported procedure: A solution of 2-(2-cyanophenyl)-N-methoxy-N-methylcyclopropanecarboxamide (250 mg, 1.086 mmol) in THF (5 mL) was stirred, maintaining the temperature below −40° C., as a suspension of LAH (82 mg, 2.171 mmol) in THF (20 mL) at −50° C. was added. After the addition was complete, the reaction was slowly allowed to warm to −30° C., and then cooled to below −40° C. The reaction was quenched with a EtOAc, followed by 1 N sodium hydroxide (1 mL). The reaction was stirred at rt for 30 min. The solution ... The reactants are resultant mixture, resultant mixture, CC(C)(C)[O-].[K+] (KOt-Bu), C(C=C)C(CO[SiH2]C1=CC=C(C=O)C=C1)CC=C (4-(diallylethoxysilyl)benzaldehyde). Run in C1(=CC=CC=C1)C (toluene), C1(=CC=CC=C1)C (toluene). Conditions: temperature 0 celsius, time 30 minute. The product is C(C=C)C(CO[SiH2]C1=CC=C(C=C)C=C1)CC=C (4-(diallylethoxysilyl)styrene). The yield is 66.6%. Reaction SMILES: [CH3:1]C([O-])(C)C.[K+].[CH2:7]([CH:10]([CH2:22][CH:23]=[CH2:24])[CH2:11][O:12][SiH2:13][C:14]1[CH:21]=[CH:20][C:17]([CH:18]=O)=[CH:16][CH:15]=1)[CH:8]=[CH2:9]>C1(C)C=CC=CC=1>[CH2:7]([CH:10]([CH2:22][CH:23]=[CH2:24])[CH2:11][O:12][SiH2:13][C:14]1[CH:21]=[CH:20][C:17]([CH:18]=[CH2:1])=[CH:16][CH:15]=1)[CH:8]=[CH2:9] |f:0.1|. Procedure details: Firstly, PPh3MeI (317 mg, 0.78 mmol: Me=methyl) was added with dist. toluene (4 mL). The resultant mixture was then added with KOt-Bu (88 mg, 0.78 mmol) at 0° C., and then was stirred under a nitrogen atmosphere at 0° C. for 30 minutes to obtain a mixture. Subsequently, the obtained mixture was added dropwise with a mixed solution (2 mL) of 4-(diallylethoxysilyl)benzaldehyde (204.2 mg, 0.78 mmol) obtained in Example 12 and dist. toluene under a nitrogen atmosphere at 0° C. The resultant mixture ... Reactants: FC1=C(C(=C(C=C1OC)OC)F)C1=CC2=C(C=N1)C(=NN2C2OCCCC2)I (6-(2,6-difluoro-3,5-dimethoxyphenyl)-3-iodo-1-(tetrahydro-2H-pyran-2-yl)-1H-pyrazolo[4,3-c]pyridine), CN1CCC(CC1)N1C(C2=CC=C(C=C2C1)B1OC(C(O1)(C)C)(C)C)=O (2-(1-methylpiperidin-4-yl)-5-(4,4,5,5-tetramethyl-1,3,2-dioxaborolan-2-yl)isoindolin-1-one). The product is FC1=C(C(=C(C=C1OC)OC)F)C1=CC2=C(C=N1)C(=NN2)C=2C=C1CN(C(C1=CC2)=O)C2CCN(CC2)C (5-[6-(2,6-difluoro-3,5-dimethoxyphenyl)-1H-pyrazolo[4,3-c]pyridin-3-yl]-2-(1-methylpiperidin-4-yl)isoindolin-1-one). Reaction SMILES: [F:1][C:2]1[C:7]([O:8][CH3:9])=[CH:6][C:5]([O:10][CH3:11])=[C:4]([F:12])[C:3]=1[C:13]1[N:18]=[CH:17][C:16]2[C:19](I)=[N:20][N:21](C3CCCCO3)[C:15]=2[CH:14]=1.[CH3:29][N:30]1[CH2:35][CH2:34][CH:33]([N:36]2[CH2:44][C:43]3[C:38](=[CH:39][CH:40]=[C:41](B4OC(C)(C)C(C)(C)O4)[CH:42]=3)[C:37]2=[O:54])[CH2:32][CH2:31]1>>[F:1][C:2]1[C:7]([O:8][CH3:9])=[CH:6][C:5]([O:10][CH3:11])=[C:4]([F:12])[C:3]=1[C:13]1[N:18]=[CH:17][C:16]2[C:19]([C:41]3[CH:42]=[C:43]4[C:38](=[CH:39][CH:40]=3)[C:37](=[O:54])[N:36]([CH:33]3[CH2:34][CH2:35][N:30]([CH3:29])[CH2:31][CH2:32]3)[CH2:44]4)=[N:20][NH:21][C:15]=2[CH:14]=1. Procedure details: This compound was prepared by using procedures analogous to those described for the synthesis of Example 52, Step 8 starting from 6-(2,6-difluoro-3,5-dimethoxyphenyl)-3-iodo-1-(tetrahydro-2H-pyran-2-yl)-1H-pyrazolo[4,3-c]pyridine and 2-(1-methylpiperidin-4-yl)-5-(4,4,5,5-tetramethyl-1,3,2-dioxaborolan-2-yl)isoindolin-1-one. LCMS (M+H)+=520.2. Reactants: O (water), [H-].[Na+] (sodium hydride), FC(CO)(F)F (2,2,2-Trifluoroethanol), BrCC(=O)O (bromoacetic acid). Solvent: C1(=CC=CC=C1)C (toluene), C1(=CC=CC=C1)C (toluene). Conditions: time 0.5 hour. Product: FC(COCC(=O)O)(F)F ((2,2,2-Trifluoroethoxy)acetic acid). The yield is 38.4%. RXN SMILES: [H-].[Na+].[F:3][C:4]([F:8])([F:7])[CH2:5][OH:6].Br[CH2:10][C:11]([OH:13])=[O:12].O>C1(C)C=CC=CC=1>[F:3][C:4]([F:8])([F:7])[CH2:5][O:6][CH2:10][C:11]([OH:13])=[O:12] |f:0.1|. Reported procedure: To a 3-neck 2-liter round-bottom flask equipped with a mechanical stirrer, reflux condenser and addition funnel was added sodium hydride (60% dispersion in mineral oil) (41.70 g, 1.043 moles) and 1000 ml of toluene under nitrogen. 2,2,2-Trifluoroethanol (52.02 g, 0.520 moles) was added dropwise and this mixture was stirred at room temperature for 0.5 hours. A solution of bromoacetic acid (72.45 g, 0.520 moles) in 100 ml of toluene was then added dropwise and the resulting mixture heated at reflu...